From a dataset of the Open Reaction Database (ORD), a public repository of structured organic reaction records. describe an organic reaction: reactants, conditions, products, and yield The reactants are C[O-], CC#N, Nc1nc(Cl)ccc1[N+](=O)[O-], [Na+], Oc1ccccc1. Product: Nc1nc(Oc2ccccc2)ccc1[N+](=O)[O-]. RXN SMILES: [CH3:19][O-:20].[CH3:22][C:23]#[N:24].[Cl:1][c:2]1[cH:3][cH:4][c:5]([N+:9](=[O:10])[O-:11])[c:6]([NH2:8])[n:7]1.[Na+:21].[OH:12][c:13]1[cH:14][cH:15][cH:16][cH:17][cH:18]1>>[c:2]1([O:12][c:13]2[cH:14][cH:15][cH:16][cH:17][cH:18]2)[cH:3][cH:4][c:5]([N+:9](=[O:10])[O-:11])[c:6]([NH2:8])[n:7]1. Product: C[Si](C)(CCCCCCC1(Br)CC1(Br)Br)c1ccccc1. The reactants are [Br-], [Br-], C=C(Br)CCCCCC[Si](C)(C)c1ccccc1, CC[N+](CC)(CC[N+](CC)(CC)Cc1ccccc1)Cc1ccccc1, ClCCl, BrC(Br)Br, [K+], [OH-], O. As a reaction SMILES: [Br-:21].[Br-:22].[Br:1][C:2](=[CH2:3])[CH2:4][CH2:5][CH2:6][CH2:7][CH2:8][CH2:9][Si:10]([CH3:11])([CH3:12])[c:13]1[cH:14][cH:15][cH:16][cH:17][cH:18]1.[CH2:23]([N+:24]([CH2:25][CH3:26])([CH2:27][CH3:28])[CH2:29][CH2:30][N+:31]([CH2:32][c:33]1[cH:34][cH:35][cH:36][cH:37][cH:38]1)([CH2:39][CH3:40])[CH2:41][CH3:42])[c:43]1[cH:44][cH:45][cH:46][cH:47][cH:48]1.[CH2:53]([Cl:54])[Cl:55].[CH:49]([Br:50])([Br:51])[Br:52].[K+:20].[OH-:19].[OH2:56]>>[Br:1][C:2]1([CH2:4][CH2:5][CH2:6][CH2:7][CH2:8][CH2:9][Si:10]([CH3:11])([CH3:12])[c:13]2[cH:14][cH:15][cH:16][cH:17][cH:18]2)[CH2:3][C:49]1([Br:50])[Br:52]. The reactants are Cl (HCl), COC=1N=C2C(=CC=NC2=CC1)N1CC(CC1)S(=O)(=O)CCNC(OC(C)(C)C)=O (1,1-dimethylethyl [2-({1-[6-(methyloxy)-1,5-naphthyridin-4-yl]-3-pyrrolidinyl}sulfonyl)ethyl]carbamate). Yields the product Cl (HCl), COC=1N=C2C(=CC=NC2=CC1)N1CC(CC1)S(=O)(=O)CCN ([2-({1-[6-(methyloxy)-1,5-naphthyridin-4-yl]-3-pyrrolidinyl}sulfonyl)ethyl]amine). Reaction conditions: time 2 hour. RXN SMILES: [CH3:1][O:2][C:3]1[N:4]=[C:5]2[C:10](=[CH:11][CH:12]=1)[N:9]=[CH:8][CH:7]=[C:6]2[N:13]1[CH2:17][CH2:16][CH:15]([S:18]([CH2:21][CH2:22][NH:23]C(=O)OC(C)(C)C)(=[O:20])=[O:19])[CH2:14]1.[ClH:31]>C(Cl)(Cl)Cl.O1CCOCC1>[ClH:31].[CH3:1][O:2][C:3]1[N:4]=[C:5]2[C:10](=[CH:11][CH:12]=1)[N:9]=[CH:8][CH:7]=[C:6]2[N:13]1[CH2:17][CH2:16][CH:15]([S:18]([CH2:21][CH2:22][NH2:23])(=[O:20])=[O:19])[CH2:14]1. Solvent: O1CCOCC1 (dioxane), C(Cl)(Cl)Cl (chloroform). Procedure: 1,1-dimethylethyl [2-({1-[6-(methyloxy)-1,5-naphthyridin-4-yl]-3-pyrrolidinyl}sulfonyl)ethyl]carbamate (150 mg, 0.34 mmol) was dissolved in a minimum amount of chloroform and treated with 4N HCl in dioxane (2 mL). After stirring 2 h, the reaction mixture was concentrated to dryness and azeotroped with toluene to afford HCl salt of the title compound as a yellow solid which was used without further purification (100 mg, 88%): LC/MS m/z 337 (M+H)+.